From a dataset of the Open Reaction Database (ORD), a public repository of structured organic reaction records. describe an organic reaction: reactants, conditions, products, and yield The reactants are O=P(Cl)(Cl)Cl (POCl3), ClC=1C(=NC=CN1)C(C1=CC=C2C=CC(=NC2=C1)C1=CC=CC=C1)NC(=O)C1CCC1 (cyclobutanecarboxylic acid [(3-chloropyrazin-2-yl)-(2-phenylquinolin-7-yl)methyl]-amide). Run at temperature 70 celsius. Product: ClC=1C=2N(C=CN1)C(NC2C2=CC=C1C=CC(=NC1=C2)C2=CC=CC=C2)C2CCC2 (7-(8-Chloro-3-cyclobutyl-2H-imidazo[1,5-a]pyrazin-1-yl)-2-phenyl-quinoline). Reaction SMILES: O=P(Cl)(Cl)Cl.[Cl:6][C:7]1[C:8]([CH:13]([NH:30][C:31]([CH:33]2[CH2:36][CH2:35][CH2:34]2)=O)[C:14]2[CH:23]=[C:22]3[C:17]([CH:18]=[CH:19][C:20]([C:24]4[CH:29]=[CH:28][CH:27]=[CH:26][CH:25]=4)=[N:21]3)=[CH:16][CH:15]=2)=[N:9][CH:10]=[CH:11][N:12]=1>>[Cl:6][C:7]1[C:8]2[N:9]([CH:31]([CH:33]3[CH2:36][CH2:35][CH2:34]3)[NH:30][C:13]=2[C:14]2[CH:23]=[C:22]3[C:17]([CH:18]=[CH:19][C:20]([C:24]4[CH:29]=[CH:28][CH:27]=[CH:26][CH:25]=4)=[N:21]3)=[CH:16][CH:15]=2)[CH:10]=[CH:11][N:12]=1. Reported procedure: A mixture of POCl3 (5 mL, 8 g, 55 mmol) and cyclobutanecarboxylic acid [(3-chloropyrazin-2-yl)-(2-phenylquinolin-7-yl)methyl]-amide [275 mg, 0.583 mmol] is heated to 70° C. for 21.5 h. POCl3 is evaporated, a cold solution of NH3 in zPrOH (2M, 11 mL, 22 mmol) is added, the suspension is sonicated, the solid is filtered off and washed with iPrOH. The solid is suspended in CHCl3 and filtered, and the filtrate is concentrated to obtain the title compound as yellow solid. 1H NMR (CDCl3, 400 MHz) δ 2.... Starting materials: Cl, Cc1cc(CC(C)(C)NC=O)ccc1F, [Na+], [OH-], O. The product is Cc1cc(CC(C)(C)N)ccc1F. RXN SMILES: [ClH:16].[F:1][c:2]1[c:3]([CH3:15])[cH:4][c:5]([CH2:8][C:9]([CH3:10])([CH3:11])[NH:12][CH:13]=[O:14])[cH:6][cH:7]1.[Na+:18].[OH-:17].[OH2:19]>>[F:1][c:2]1[c:3]([CH3:15])[cH:4][c:5]([CH2:8][C:9]([CH3:10])([CH3:11])[NH2:12])[cH:6][cH:7]1. The reactants are COc1cccc(OC)c1C(O)c1c(OC)cccc1OC, COc1cccc(OC)c1Cc1c(OC)cccc1OC, CC#N, O, Cc1ccc(S(=O)(=O)O)cc1. Yields the product COc1cccc(OC)c1C(c1c(OC)cccc1OC)C(c1c(OC)cccc1OC)c1c(OC)cccc1OC. As a reaction SMILES: [CH3:1][O:2][c:3]1[c:4]([CH:11]([OH:12])[c:13]2[c:14]([O:21][CH3:22])[cH:15][cH:16][cH:17][c:18]2[O:19][CH3:20])[c:5]([O:9][CH3:10])[cH:6][cH:7][cH:8]1.[CH3:35][O:36][c:37]1[c:38]([CH2:45][c:46]2[c:47]([O:54][CH3:55])[cH:48][cH:49][cH:50][c:51]2[O:52][CH3:53])[c:39]([O:43][CH3:44])[cH:40][cH:41][cH:42]1.[CH3:56][C:57]#[N:58].[OH2:23].[c:24]1([CH3:25])[cH:26][cH:27][c:28]([S:29]([OH:30])(=[O:31])=[O:32])[cH:33][cH:34]1>>[CH3:1][O:2][c:3]1[c:4]([CH:11]([c:13]2[c:14]([O:21][CH3:22])[cH:15][cH:16][cH:17][c:18]2[O:19][CH3:20])[CH:45]([c:38]2[c:37]([O:36][CH3:35])[cH:42][cH:41][cH:40][c:39]2[O:43][CH3:44])[c:46]2[c:47]([O:54][CH3:55])[cH:48][cH:49][cH:50][c:51]2[O:52][CH3:53])[c:5]([O:9][CH3:10])[cH:6][cH:7][cH:8]1. The reactants are CO, O=C(O)C(c1ccc(Cl)cc1)c1ccc(Cl)cc1, Cl. Yields the product COC(=O)C(c1ccc(Cl)cc1)c1ccc(Cl)cc1. As a reaction SMILES: [CH3:20][OH:21].[Cl:1][c:2]1[cH:3][cH:4][c:5]([CH:8]([C:9](=[O:10])[OH:11])[c:12]2[cH:13][cH:14][c:15]([Cl:18])[cH:16][cH:17]2)[cH:6][cH:7]1.[ClH:19]>>[Cl:1][c:2]1[cH:3][cH:4][c:5]([CH:8]([C:9]([O:10][CH3:20])=[O:11])[c:12]2[cH:13][cH:14][c:15]([Cl:18])[cH:16][cH:17]2)[cH:6][cH:7]1.